Task: describe an organic reaction: reactants, conditions, products, and yield. Dataset: the Open Reaction Database (ORD), a public repository of structured organic reaction records The reactants are O=C([O-])[O-], C=CC#N, CC1CC(C)C(CO)N1, ClC(Cl)Cl, Cl, [K+], [K+]. Product: CC1CC(C)N(CCC#N)C1CO. Reaction SMILES: [C:15](=[O:16])([O-:17])[O-:18].[CH2:11]=[CH:12][C:13]#[N:14].[CH3:2][CH:3]1[CH:4]([CH2:9][OH:10])[NH:5][CH:6]([CH3:8])[CH2:7]1.[CH:21]([Cl:22])([Cl:23])[Cl:24].[ClH:1].[K+:19].[K+:20]>>[CH3:2][CH:3]1[CH:4]([CH2:9][OH:10])[N:5]([CH2:11][CH2:12][C:13]#[N:14])[CH:6]([CH3:8])[CH2:7]1. Solvent: C(C)(C)(C)OC (methyl tert-butyl ether). Reactants: Cl (HCl), FC(C(=O)OCC)F (Ethyl difluoroacetate), FC=1C=C(C=CC1OC)C(C)=O (3'-fluoro-4'-methoxyacetophenone), C[O-].[Na+] (sodium methoxide). As a reaction SMILES: [F:1][CH:2]([F:8])[C:3](OCC)=[O:4].C[O-].[Na+].[F:12][C:13]1[CH:14]=[C:15]([C:21](=[O:23])[CH3:22])[CH:16]=[CH:17][C:18]=1[O:19][CH3:20].Cl>C(OC)(C)(C)C>[F:1][CH:2]([F:8])[C:3](=[O:4])[CH2:22][C:21]([C:15]1[CH:16]=[CH:17][C:18]([O:19][CH3:20])=[C:13]([F:12])[CH:14]=1)=[O:23] |f:1.2|. Reported procedure: Ethyl difluoroacetate (4.06 g, 32.7 mmol) was dissolved in methyl tert-butyl ether (50 mL). To the stirred solution was added 25 weight % sodium methoxide (7.07 g, 32.7 mmol) followed by 3'-fluoro-4'-methoxyacetophenone (5.0 g, 29.7 mmol). After stirring for 16 hours, 1N HCl (50 mL) was added. The organic layer was collected and washed with water (2×50 mL), dried over anhydrous MgSO4, filtered, and added to hexanes to precipitate a tan solid (7.0 g, 96%): mp 70-72° C. Reaction conditions: time 16 hour. Yields the product FC(C(CC(=O)C1=CC(=C(C=C1)OC)F)=O)F (4,4-difluoro-1-(3-fluoro-4-methoxyphenyl)-butane-1,3-dione). Starting materials: FC=1C=C2C(=NC1)N(C(=C2)C2=CN(C1=CC(=C(C=C21)OC)OC)CCCl)S(=O)(=O)C2=CC=C(C=C2)C (5-fluoro-2-[1-(2-chloroethyl)-5,6-dimethoxy-1H-indol-3-yl]-1-(toluene-4-sulfonyl)-1H-pyrrolo[2,3-b]pyridine), [I-].[Na+] (sodium iodide). Run in CC(CC)=O (2-butanone). The product is FC=1C=C2C(=NC1)N(C(=C2)C2=CN(C1=CC(=C(C=C21)OC)OC)CCI)S(=O)(=O)C2=CC=C(C=C2)C (5-fluoro-2-[1-(2-iodoethyl)-5,6-dimethoxy-1H-indol-3-yl]-1-(toluene-4-sulfonyl)-1H-pyrrolo[2,3-b]pyridine). The yield is 93.8%. Reaction SMILES: [F:1][C:2]1[CH:3]=[C:4]2[CH:10]=[C:9]([C:11]3[C:19]4[C:14](=[CH:15][C:16]([O:22][CH3:23])=[C:17]([O:20][CH3:21])[CH:18]=4)[N:13]([CH2:24][CH2:25]Cl)[CH:12]=3)[N:8]([S:27]([C:30]3[CH:35]=[CH:34][C:33]([CH3:36])=[CH:32][CH:31]=3)(=[O:29])=[O:28])[C:5]2=[N:6][CH:7]=1.[I-:37].[Na+]>CC(=O)CC>[F:1][C:2]1[CH:3]=[C:4]2[CH:10]=[C:9]([C:11]3[C:19]4[C:14](=[CH:15][C:16]([O:22][CH3:23])=[C:17]([O:20][CH3:21])[CH:18]=4)[N:13]([CH2:24][CH2:25][I:37])[CH:12]=3)[N:8]([S:27]([C:30]3[CH:35]=[CH:34][C:33]([CH3:36])=[CH:32][CH:31]=3)(=[O:29])=[O:28])[C:5]2=[N:6][CH:7]=1 |f:1.2|. Procedure details: But using 2 g of 5-fluoro-2-[1-(2-chloroethyl)-5,6-dimethoxy-1H-indol-3-yl]-1-(toluene-4-sulfonyl)-1H-pyrrolo[2,3-b]pyridine, 0.85 g of sodium iodide in 100 ml of 2-butanone. 2.2 g of 5-fluoro-2-[1-(2-iodoethyl)-5,6-dimethoxy-1H-indol-3-yl]-1-(toluene-4-sulfonyl)-1H-pyrrolo[2,3-b]pyridine are thus obtained in the form of a solid, the characteristics of which are as follows: Reactants: C(=O)(O)COC=1C=C(C=C(C1)F)/C(/C=C/C1=[N+](C=2C=CC3=C(C2C1(C)C)C=C(C=C3S(=O)(=O)[O-])S(=O)(=O)[O-])CCCS(=O)(=O)[O-])=C\C=C/3\N(C=1C=CC2=C(C1C3(C)C)C=C(C=C2S(=O)(=O)[O-])S(=O)(=O)[O-])CCCS(=O)(=O)[O-].[Na+].[Na+].[Na+].[Na+].[Na+] (Sodium 2-((1E,3Z,5E)-3-(3-(Carboxymethoxy)-5-fluorophenyl)-5-(1,1-dimethyl-6,8-disulfonato-3-(3-sulfonatopropyl)-1H-benzo[e]indol-2(3H)-ylidene)penta-1,3-dienyl)-1,1-dimethyl-3-(3-sulfonatopropyl)-1H-benzo[e]indolium-6,8-disulfonate), Br/C(/C=C/C1=[N+](C=2C=CC3=C(C2C1(C)C)C=CC=C3)CCCS(=O)(=O)[O-])=C\C=C/3\N(C=1C=CC2=C(C1C3(C)C)C=CC=C2)CCCS(=O)(=O)[O-].[Na+] (sodium 3-(2-((1E,3Z,5E)-3-bromo-5-(1,1-dimethyl-3-(3-sulfonatopropyl)-1H-benzo[e]indol-2(3H)-ylidene)penta-1,3-dienyl)-1,1-dimethyl-1H-benzo[e]indolium-3-yl)propane-1-sulfonate), OCCCCOC=1C=C(C=CC1)B(O)O (3-(4-hydroxybutoxy)phenylboronic acid). Product: CC1(/C(/N(C=2C=CC3=C(C12)C=CC=C3)CCCS(=O)(=O)[O-])=C\C=C(\C=C\C3=[N+](C=1C=CC2=C(C1C3(C)C)C=CC=C2)CCCS(=O)(=O)[O-])/C2=CC(=CC=C2)OCCCCO)C.[Na+] (Sodium 3-(2-((1E,3Z,5E)-5-(1,1-dimethyl-3-(3-sulfonatopropyl)-1H-benzo[e]indol-2(3H)-ylidene)-3-(3-(4-hydroxybutoxy)phenyl)penta-1,3-dienyl)-1,1-dimethyl-1H-benzo[e]indolium-3-yl)propane-1-sulfonate). As a reaction SMILES: C(CO[C:6]1[CH:7]=[C:8](/[C:13](=[CH:46]\[CH:47]=[C:48]2\[N:49]([CH2:71][CH2:72][CH2:73][S:74]([O-:77])(=[O:76])=[O:75])[C:50]3[CH:51]=[CH:52][C:53]4[C:62](S([O-])(=O)=O)=[CH:61][C:60](S([O-])(=O)=O)=[CH:59][C:54]=4[C:55]=3[C:56]\2([CH3:58])[CH3:57])/[CH:14]=[CH:15]/[C:16]2[C:24]([CH3:26])([CH3:25])[C:23]3[C:22]4[CH:27]=[C:28](S([O-])(=O)=O)[CH:29]=[C:30](S([O-])(=O)=O)[C:21]=4[CH:20]=[CH:19][C:18]=3[N+:17]=2[CH2:39][CH2:40][CH2:41][S:42]([O-:45])(=[O:44])=[O:43])[CH:9]=[C:10](F)[CH:11]=1)(O)=O.[Na+:78].[Na+].[Na+].[Na+].[Na+].Br/C(=C\C=C1\N(CCCS([O-])(=O)=O)C2C=CC3C=CC=CC=3C=2C\1(C)C)/C=C/C1C(C)(C)C2C3C=CC=CC=3C=CC=2[N+]=1CCCS([O-])(=O)=O.[Na+].[OH:134][CH2:135][CH2:136][CH2:137][CH2:138][O:139]C1C=C(B(O)O)C=CC=1>>[CH3:58][C:56]1([CH3:57])[C:55]2[C:54]3[CH:59]=[CH:60][CH:61]=[CH:62][C:53]=3[CH:52]=[CH:51][C:50]=2[N:49]([CH2:71][CH2:72][CH2:73][S:74]([O-:77])(=[O:75])=[O:76])/[C:48]/1=[CH:47]/[CH:46]=[C:13](\[C:8]1[CH:7]=[CH:6][CH:11]=[C:10]([O:134][CH2:135][CH2:136][CH2:137][CH2:138][OH:139])[CH:9]=1)/[CH:14]=[CH:15]/[C:16]1[C:24]([CH3:25])([CH3:26])[C:23]2[C:22]3[CH:27]=[CH:28][CH:29]=[CH:30][C:21]=3[CH:20]=[CH:19][C:18]=2[N+:17]=1[CH2:39][CH2:40][CH2:41][S:42]([O-:45])(=[O:43])=[O:44].[Na+:78] |f:0.1.2.3.4.5,6.7,9.10|. Procedure: Compound 40 is prepared analogously to compounds 16 and 29, except with sodium 3-(2-((1E,3Z,5E)-3-bromo-5-(1,1-dimethyl-3-(3-sulfonatopropyl)-1H-benzo[e]indol-2(3H)-ylidene)penta-1,3-dienyl)-1,1-dimethyl-1H-benzo[e]indolium-3-yl)propane-1-sulfonate and 3-(4-hydroxybutoxy)phenylboronic acid as starting materials. Starting materials: ClCl (chlorine), C(C)(C)(C)[Si](O[C@@H](C)[C@H]1C(N([C@@H]1SC)C(C(=O)OC)=C(C)C)=O)(C)C (methyl 2-[(3S,4R)-3-[(1S)-1-(tertbutyldimethylsilyloxy)ethyl]-4-methylthio-2-oxoazetidin-1-yl]-3-methylbut-2-enoate), ClCl (chlorine). Run in C(Cl)(Cl)(Cl)Cl (carbon tetrachloride), ClCCl (dichloromethane), C(Cl)(Cl)(Cl)Cl (carbon tetrachloride). Conditions: temperature -10 celsius. Yields the product C(C)(C)(C)[Si](O[C@@H](C)[C@H]1C(N([C@@H]1Cl)C(C(=O)OC)=C(C)C)=O)(C)C (methyl 2-[(3S,4R)-3-[(1S)-1-(tertbutyldimethylsilyloxy)ethyl]-4-chloro-2-oxoazetidin-1-yl]-3-methylbut-2-enoate). The yield is 36.1%. Reaction SMILES: [C:1]([Si:5]([CH3:25])([CH3:24])[O:6][C@H:7]([C@@H:9]1[C@@H:12](SC)[N:11]([C:15](=[C:20]([CH3:22])[CH3:21])[C:16]([O:18][CH3:19])=[O:17])[C:10]1=[O:23])[CH3:8])([CH3:4])([CH3:3])[CH3:2].[Cl:26]Cl>ClCCl.C(Cl)(Cl)(Cl)Cl>[C:1]([Si:5]([CH3:25])([CH3:24])[O:6][C@H:7]([C@@H:9]1[C@@H:12]([Cl:26])[N:11]([C:15](=[C:20]([CH3:22])[CH3:21])[C:16]([O:18][CH3:19])=[O:17])[C:10]1=[O:23])[CH3:8])([CH3:4])([CH3:3])[CH3:2]. Procedure details: To a solution of methyl 2-[(3S,4R)-3-[(1S)-1-(tertbutyldimethylsilyloxy)ethyl]-4-methylthio-2-oxoazetidin-1-yl]-3-methylbut-2-enoate (60 mg) in dichloromethane (2 ml) was added a solution of chlorine (24 mg) in carbon tetrachloride (0.2 ml) at -50° C. The solution was allowed to warm to -10° C. during 30 minutes and cooled to -50° C. An additional solution of chlorine (12 mg) in carbon tetrachloride (0.1 ml) was added. The solution was allowed to warm to -5° C. and evaporated. The residue was ch... Reactants: CCOC(=O)COc1ccc(SCc2cc(C#CCN3CCOCC3)cc(OCC(C)C)c2)cc1C, CCO, Cl, [Na+], [OH-]. The product is Cc1cc(SCc2cc(C#CCN3CCOCC3)cc(OCC(C)C)c2)ccc1OCC(=O)O. As a reaction SMILES: [CH2:1]([CH3:2])[O:3][C:4]([CH2:5][O:6][c:7]1[c:8]([CH3:35])[cH:9][c:10]([S:13][CH2:14][c:15]2[cH:16][c:17]([O:30][CH2:31][CH:32]([CH3:33])[CH3:34])[cH:18][c:19]([C:21]#[C:22][CH2:23][N:24]3[CH2:25][CH2:26][O:27][CH2:28][CH2:29]3)[cH:20]2)[cH:11][cH:12]1)=[O:36].[CH3:40][CH2:41][OH:42].[ClH:39].[Na+:38].[OH-:37]>>[O:3]=[C:4]([CH2:5][O:6][c:7]1[c:8]([CH3:35])[cH:9][c:10]([S:13][CH2:14][c:15]2[cH:16][c:17]([O:30][CH2:31][CH:32]([CH3:33])[CH3:34])[cH:18][c:19]([C:21]#[C:22][CH2:23][N:24]3[CH2:25][CH2:26][O:27][CH2:28][CH2:29]3)[cH:20]2)[cH:11][cH:12]1)[OH:36].